This data is from the Open Reaction Database (ORD), a public repository of structured organic reaction records. The task is: describe an organic reaction: reactants, conditions, products, and yield Reactants: ClC1=C2N=CN(C2=NC=N1)CC1=C(C=CC=C1Cl)Cl (6-Chloro-9-(2,6-dichlorobenzyl)purine), C(C)(C)N (isopropylamine). Run in CO (methanol). Yields the product ClC1=C(CN2C3=NC=NC(=C3N=C2)NC(C)C)C(=CC=C1)Cl (9-(2,6-dichlorobenzyl)-6-isopropylaminopurine). Yield: 82.0%. RXN SMILES: Cl[C:2]1[N:10]=[CH:9][N:8]=[C:7]2[C:3]=1[N:4]=[CH:5][N:6]2[CH2:11][C:12]1[C:17]([Cl:18])=[CH:16][CH:15]=[CH:14][C:13]=1[Cl:19].[CH:20]([NH2:23])([CH3:22])[CH3:21]>CO>[Cl:19][C:13]1[CH:14]=[CH:15][CH:16]=[C:17]([Cl:18])[C:12]=1[CH2:11][N:6]1[CH:5]=[N:4][C:3]2[C:7]1=[N:8][CH:9]=[N:10][C:2]=2[NH:23][CH:20]([CH3:22])[CH3:21]. Procedure: 6-Chloro-9-(2,6-dichlorobenzyl)purine (314 mg), 296 mg of isopropylamine and 25 ml of methanol were treated in the same manner as Example 2 and recrystallized from aqueous ethanol to obtain 276 mg (yield 79%) of 9-(2,6-dichlorobenzyl)-6-isopropylaminopurine as colorless needles melting at 109°-110° C. Starting materials: O=C([O-])[O-], CN1CCCC1=O, Clc1nccnc1C1CCCC1, [Cs+], [Cs+], O=C(c1ccc(O)cc1)c1nc2ccccc2[nH]1. Yields the product O=C(c1ccc(Oc2nccnc2C2CCCC2)cc1)c1nc2ccccc2[nH]1. As a reaction SMILES: [C:19](=[O:20])([O-:21])[O-:22].[CH3:37][N:38]1[CH2:39][CH2:40][CH2:41][C:42]1=[O:43].[Cl:25][c:26]1[n:27][cH:28][cH:29][n:30][c:31]1[CH:32]1[CH2:33][CH2:34][CH2:35][CH2:36]1.[Cs+:23].[Cs+:24].[nH:1]1[c:2]([C:10](=[O:11])[c:12]2[cH:13][cH:14][c:15]([OH:18])[cH:16][cH:17]2)[n:3][c:4]2[c:5]1[cH:6][cH:7][cH:8][cH:9]2>>[nH:1]1[c:2]([C:10](=[O:11])[c:12]2[cH:13][cH:14][c:15]([O:18][c:26]3[n:27][cH:28][cH:29][n:30][c:31]3[CH:32]3[CH2:33][CH2:34][CH2:35][CH2:36]3)[cH:16][cH:17]2)[n:3][c:4]2[c:5]1[cH:6][cH:7][cH:8][cH:9]2.